This data is from the Open Reaction Database (ORD), a public repository of structured organic reaction records. The task is: describe an organic reaction: reactants, conditions, products, and yield The reactants are B, CC(=O)[O-], CC(=O)[O-], CC(=O)[O-], CC(=O)O, CC1CNCCN1c1ccc(C(F)(F)F)cn1, [Na+], [Na+], [Na+], O=Cc1n[nH]nc1-c1ccc2c(c1)CNC(=O)O2, CN(C)C=O. Yields the product CC1CN(Cc2n[nH]nc2-c2ccc3c(c2)CNC(=O)O3)CCN1c1ccc(C(F)(F)F)cn1. Reaction SMILES: [BH3:40].[C:41]([O-:42])(=[O:43])[CH3:44].[C:45]([O-:46])(=[O:47])[CH3:48].[C:49]([O-:50])(=[O:51])[CH3:52].[CH3:36][C:37](=[O:38])[OH:39].[F:19][C:20]([c:21]1[cH:22][cH:23][c:24]([N:27]2[CH:28]([CH3:33])[CH2:29][NH:30][CH2:31][CH2:32]2)[n:25][cH:26]1)([F:34])[F:35].[Na+:53].[Na+:54].[Na+:55].[O:1]=[C:2]1[O:3][c:4]2[c:5]([cH:8][c:9](-[c:12]3[c:13]([CH:17]=[O:18])[n:14][nH:15][n:16]3)[cH:10][cH:11]2)[CH2:6][NH:7]1.[O:56]=[CH:57][N:58]([CH3:59])[CH3:60]>>[O:1]=[C:2]1[O:3][c:4]2[c:5]([cH:8][c:9](-[c:12]3[c:13]([CH2:17][N:30]4[CH2:29][CH:28]([CH3:33])[N:27]([c:24]5[cH:23][cH:22][c:21]([C:20]([F:19])([F:34])[F:35])[cH:26][n:25]5)[CH2:32][CH2:31]4)[n:14][nH:15][n:16]3)[cH:10][cH:11]2)[CH2:6][NH:7]1. Reactants: FC=1C=C(C=C(C1)SCC[Si](C)(C)C)C(C(F)(F)F)(C(F)(F)F)O (5-Fluoro-3-(hexafluoro-2-hydroxyprop-2-yl)-1-(2-trimethylsilylethylthio)benzene), [F-].C(CCC)[N+](CCCC)(CCCC)CCCC (tetrabutylammonium fluoride), O (H2O). Solvent: CN(C)C=O (DMF). Run at temperature 60 celsius. Yields the product FC=1C=C(C=C(C1)S)C(C(F)(F)F)(C(F)(F)F)O (5-Fluoro-3-(hexafluoro-2-hydroxyprop-2-yl)thiophenol). Isolated yield 44.2%. As a reaction SMILES: [F:1][C:2]1[CH:3]=[C:4]([C:15]([OH:24])([C:20]([F:23])([F:22])[F:21])[C:16]([F:19])([F:18])[F:17])[CH:5]=[C:6]([S:8]CC[Si](C)(C)C)[CH:7]=1.[F-].C([N+](CCCC)(CCCC)CCCC)CCC.O>CN(C=O)C>[F:1][C:2]1[CH:3]=[C:4]([C:15]([OH:24])([C:16]([F:17])([F:18])[F:19])[C:20]([F:21])([F:22])[F:23])[CH:5]=[C:6]([SH:8])[CH:7]=1 |f:1.2|. Procedure details: To a solution of 5-fluoro-3-(hexafluoro-2-hydroxyprop-2-yl)-1-(2-trimethylsilylethylthio)benzene (1 g, 2.54 mmol Step 2) in dry DMF (20 mL) was added tetrabutylammonium fluoride (1M in THF) (Aldrich) (6.4 mL, 6.4 mmol) and the reaction mixture was heated at 60° C. for 30 min. The reaction mixture was then added to H2O and extracted with EtOAc. The combined organic phase were washed with brine, dried and evaporated to give a residue which was chromatographed on silica gel eluting with 8:2 mixture...